The task is: describe an organic reaction: reactants, conditions, products, and yield. This data is from the Open Reaction Database (ORD), a public repository of structured organic reaction records. Reactants: CCOC(=O)c1ccc(C2CCC(N(Cc3ccccc3)CC(O)COc3ccc(OCc4ccccc4)c(NS(C)(=O)=O)c3)CC2)cc1, CCO, [Na+], [OH-]. Yields the product CS(=O)(=O)Nc1cc(OCC(O)CN(Cc2ccccc2)C2CCC(c3ccc(C(=O)O)cc3)CC2)ccc1OCc1ccccc1. RXN SMILES: [CH2:1]([c:2]1[cH:3][cH:4][cH:5][cH:6][cH:7]1)[N:8]([CH:9]1[CH2:10][CH2:11][CH:12]([c:15]2[cH:16][cH:17][c:18]([C:19](=[O:20])[O:21][CH2:22][CH3:23])[cH:24][cH:25]2)[CH2:13][CH2:14]1)[CH2:26][CH:27]([CH2:28][O:29][c:30]1[cH:31][c:32]([NH:44][S:45](=[O:46])(=[O:47])[CH3:48])[c:33]([O:36][CH2:37][c:38]2[cH:39][cH:40][cH:41][cH:42][cH:43]2)[cH:34][cH:35]1)[OH:49].[CH3:52][CH2:53][OH:54].[Na+:51].[OH-:50]>>[CH2:1]([c:2]1[cH:3][cH:4][cH:5][cH:6][cH:7]1)[N:8]([CH:9]1[CH2:10][CH2:11][CH:12]([c:15]2[cH:16][cH:17][c:18]([C:19](=[O:20])[OH:21])[cH:24][cH:25]2)[CH2:13][CH2:14]1)[CH2:26][CH:27]([CH2:28][O:29][c:30]1[cH:31][c:32]([NH:44][S:45](=[O:46])(=[O:47])[CH3:48])[c:33]([O:36][CH2:37][c:38]2[cH:39][cH:40][cH:41][cH:42][cH:43]2)[cH:34][cH:35]1)[OH:49]. The reactants are [N+](=O)(O)[O-] (nitric acid), OS(=O)(=O)O (H2SO4), C1(=CC=CC=C1)C1CCC(CC1)=O (4-phenyl-cyclohexanone), [N+](=O)(O)[O-] (nitric acid). The solvent is ice. Run at time 5 hour. Product: 70-g, [N+](=O)([O-])C1=CC=C(C=C1)C1CCC(CC1)=O (4-(4-Nitro-phenyl)-cyclohexanone). Yield: 10.0%. RXN SMILES: OS(O)(=O)=O.[C:6]1([CH:12]2[CH2:17][CH2:16][C:15](=[O:18])[CH2:14][CH2:13]2)[CH:11]=[CH:10][CH:9]=[CH:8][CH:7]=1.[N+:19]([O-])([OH:21])=[O:20]>>[N+:19]([C:9]1[CH:10]=[CH:11][C:6]([CH:12]2[CH2:17][CH2:16][C:15](=[O:18])[CH2:14][CH2:13]2)=[CH:7][CH:8]=1)([O-:21])=[O:20]. Procedure details: Concentrated H2SO4 (20 mL) was cooled to 0° C. and treated with 4-phenyl-cyclohexanone (4.22 g, 24.2 mmol), and fuming nitric acid (1.6 mL) was added very carefully dropwise, keeping the temperature of the mixture below 20° C. After the addition of nitric acid was complete, the mixture was warmed to RT and allowed to stir for 5 h. The mixture was poured over ice (200 mL) and extracted with EtOAc (3×150 mL). The combined organic layers were dried over MgSO4 and concentrated in vacuo. Silica gel c...